Task: describe an organic reaction: reactants, conditions, products, and yield. Dataset: the Open Reaction Database (ORD), a public repository of structured organic reaction records Starting materials: ClC1=C(CC2=NC3=CC(=CC=C3C(N2C)=O)C(NC)=O)C=CC(=C1)Cl (2-(2,4-Dichlorobenzyl)-3-methyl-7-(methylcarbamoyl)-4(3H)-quinazolinone), S(O)(O)(=O)=O (sulfuric acid). The solvent is O (water), O (water). Reaction conditions: temperature 100 celsius, time 7 hour. The product is C(=O)(O)C1=CC=C2C(N(C(=NC2=C1)CC1=C(C=C(C=C1)Cl)Cl)C)=O (7-Carboxy-2-(2,4-dichlorobenzyl)-3-methyl-4(3H)-quinazolinone). Isolated yield 81.2%. As a reaction SMILES: [Cl:1][C:2]1[CH:24]=[C:23]([Cl:25])[CH:22]=[CH:21][C:3]=1[CH2:4][C:5]1[N:14]([CH3:15])[C:13](=[O:16])[C:12]2[C:7](=[CH:8][C:9]([C:17](=[O:20])NC)=[CH:10][CH:11]=2)[N:6]=1.S(=O)(=O)(O)[OH:27]>O>[C:17]([C:9]1[CH:8]=[C:7]2[C:12]([C:13](=[O:16])[N:14]([CH3:15])[C:5]([CH2:4][C:3]3[CH:21]=[CH:22][C:23]([Cl:25])=[CH:24][C:2]=3[Cl:1])=[N:6]2)=[CH:11][CH:10]=1)([OH:20])=[O:27]. Procedure: 2-(2,4-Dichlorobenzyl)-3-methyl-7-(methylcarbamoyl)-4(3H)-quinazolinone (0.88 g) in a mixture of concentrated sulfuric acid (2.0 g) and water (2.0 g) was stirred at 100° C. for 7 hr. After cooling of the reaction mixture, water (5 ml) was added. The precipitate was collected by filtration, washed with methanol and dried to give the objective compound (0.69 g) as white crystals.